This data is from the Open Reaction Database (ORD), a public repository of structured organic reaction records. The task is: describe an organic reaction: reactants, conditions, products, and yield Reactants: N1C=CC=2C1=NC=CC2 (1H-pyrrolo[2,3-b]pyridine), C=O (formaldehyde), N1(CCNCC1)C1=NC=CC=N1 (2-(1-piperazinyl)pyrimidine), C(C)(=O)[O-].[Na+] (sodium acetate). Yields the product N1=C(N=CC=C1)N1CCN(CC1)CC1=CNC2=NC=CC=C21 (3-(4-Pyrimidin-2-yl-piperazin-1-ylmethyl)-1H-pyrrolo[2,3-b]pyridin). As a reaction SMILES: [NH:1]1[C:5]2=[N:6][CH:7]=[CH:8][CH:9]=[C:4]2[CH:3]=[CH:2]1.[N:10]1([C:16]2[N:21]=[CH:20][CH:19]=[CH:18][N:17]=2)[CH2:15][CH2:14][NH:13][CH2:12][CH2:11]1.[C:22]([O-])(=O)C.[Na+].C=O>>[N:21]1[CH:20]=[CH:19][CH:18]=[N:17][C:16]=1[N:10]1[CH2:15][CH2:14][N:13]([CH2:22][C:3]2[C:4]3[C:5](=[N:6][CH:7]=[CH:8][CH:9]=3)[NH:1][CH:2]=2)[CH2:12][CH2:11]1 |f:2.3|. Procedure: 1H-pyrrolo[2,3-b]pyridine (47 mg, 0.40 mmol), 2-(1-piperazinyl)pyrimidine (65 mg, 0.48 mmol), sodium acetate (72 mg, 0.53 mmol), and formaldehyde (0.48 mmol) were processed as described in Example 18 to provide the title compound. 1H NMR (300 MHz, DMSO-d6) δ 2.42 (m, 4H) 3.68 (m, 4H) 4.05 (s, 2H) 5.59 (s, 1H) 6.60 (m, 1H) 7.08 (m, 2H) 7.37 (m, 2H 8.07 (m, 2H). (ESI) m/z 295 (M+H)+. The reactants are C(C)(C)(C)OC(=O)N1C(C(CCC1)O)C1=CC=CC=C1 (1-t-butyloxycarbonyl-3-hydroxy-2-phenylpiperidine), ClC=1C=C(CBr)C=C(C1)Cl (3,5-dichlorobenzylbromide), Cl (HCl). The product is Cl.ClC=1C=C(C=C(C1)Cl)CO[C@@H]1[C@@H](NCCC1)C1=CC=CC=C1 (cis-3-((3,5-Dichlorophenyl)methyloxy)-2-phenylpiperidine hydrochloride salt). RXN SMILES: C(OC([N:8]1[CH2:13][CH2:12][CH2:11][CH:10]([OH:14])[CH:9]1[C:15]1[CH:20]=[CH:19][CH:18]=[CH:17][CH:16]=1)=O)(C)(C)C.[Cl:21][C:22]1[CH:23]=[C:24]([CH:27]=[C:28]([Cl:30])[CH:29]=1)[CH2:25]Br.Cl>>[ClH:21].[Cl:21][C:22]1[CH:23]=[C:24]([CH2:25][O:14][C@H:10]2[CH2:11][CH2:12][CH2:13][NH:8][C@H:9]2[C:15]2[CH:16]=[CH:17][CH:18]=[CH:19][CH:20]=2)[CH:27]=[C:28]([Cl:30])[CH:29]=1 |f:3.4|. Reported procedure: The title compound was prepared from 1-t-butyloxycarbonyl-3-hydroxy-2-phenylpiperidine (Example 2c) and 3,5-dichlorobenzylbromide in an analogous manner to that described in Example 2d, e, m.p.=243°-245° C. 1H NMR (360 MHz, CDCl3) 1.49-1.53 (1H, m, CHH), 1.60-1.70 (1H, m, CHH), 1.82-1.95 (1H, m, CHH), 2.14-2.18 (1H, m, CHH), 2.79-2.87 (1H, m, NCHH), 3.27-3.31 (1H, m, NCHH), 3.60 (1H, s, OCHCHN), 3.82 (1H, s, OCHCHN), 4.02-4.05 (1H, d, J=13 Hz, OCHH), 4.31-4.35 (1H, d, J=13 Hz, OCHH), 6.80 (2H, s... Reactants: N1CCNCC1 (piperazine), ClC1C2=C(CCC3=C1C=CC=C3)C=CC=C2 (5-chloro-10,11-dihydro-5H-dibenzo[a,d]cycloheptene). The solvent is C1CCOC1 (THF), C1CCOC1 (THF), C(Cl)Cl (CH2Cl2). Reaction conditions: time 8 hour. Product: N1(CCNCC1)C1C2=C(CCC3=C1C=CC=C3)C=CC=C2 (5-PIPERAZINYL 10,11-DIHYDRO-5H-DIBENZO[a,d]CYCLOHEPTENE). Isolated yield 2915.9%. RXN SMILES: [NH:1]1[CH2:6][CH2:5][NH:4][CH2:3][CH2:2]1.Cl[CH:8]1[C:14]2[CH:15]=[CH:16][CH:17]=[CH:18][C:13]=2[CH2:12][CH2:11][C:10]2[CH:19]=[CH:20][CH:21]=[CH:22][C:9]1=2>C1COCC1.C(Cl)Cl>[N:1]1([CH:8]2[C:9]3[CH:22]=[CH:21][CH:20]=[CH:19][C:10]=3[CH2:11][CH2:12][C:13]3[CH:18]=[CH:17][CH:16]=[CH:15][C:14]2=3)[CH2:6][CH2:5][NH:4][CH2:3][CH2:2]1. Procedure details: Into a solution of partially dissolved piperazine (15.2 g, 0.17 mmol) in THF (130 mL) at more temperature was added dropwise a solution of 5-chloro-10,11-dihydro-5H-dibenzo[a,d]cycloheptene (2.3g, 10.3 mmol) in 20 mL THF. The reaction was allowed to stir overnight and then was diluted with CH2Cl2, washed once with 1.0N NaOH solution, once with brine and then dried (Mg SO4). It was then filtered and the solvent removed to give a residue which was flash chromatographed (5% MeOH saturated with NH3 ... The reactants are COc1ccc(Br)c(N)c1, CC(C)O, COc1cc(OC2CCN(C)CC2)c2c(Cl)ncnc2c1, Cl. Product: COc1ccc(Br)c(Nc2ncnc3cc(OC)cc(OC4CCN(C)CC4)c23)c1. As a reaction SMILES: [Br:23][c:24]1[c:25]([NH2:26])[cH:27][c:28]([O:31][CH3:32])[cH:29][cH:30]1.[CH:33]([OH:34])([CH3:35])[CH3:36].[Cl:1][c:2]1[n:3][cH:4][n:5][c:6]2[cH:7][c:8]([O:20][CH3:21])[cH:9][c:10]([O:12][CH:13]3[CH2:14][CH2:15][N:16]([CH3:19])[CH2:17][CH2:18]3)[c:11]12.[ClH:22]>>[c:2]1([NH:26][c:25]2[c:24]([Br:23])[cH:30][cH:29][c:28]([O:31][CH3:32])[cH:27]2)[n:3][cH:4][n:5][c:6]2[cH:7][c:8]([O:20][CH3:21])[cH:9][c:10]([O:12][CH:13]3[CH2:14][CH2:15][N:16]([CH3:19])[CH2:17][CH2:18]3)[c:11]12. The reactants are ClC(CN(C(OCC)=O)CC(OC)OC)=C (ethyl N-(2-chloroallyl)-N -(2,2-dimethoxyethyl)-carbamate), C(=O)O (formic acid), [Cl-].[Na+] (sodium chloride). The solvent is O (water). The product is ClC(CN(C(OCC)=O)CC=O)=C (Ethyl N-(2-chloroallyl)-N-(2-oxoethyl)-carbamate). Reaction SMILES: [Cl:1][C:2](=[CH2:16])[CH2:3][N:4]([CH2:10][CH:11](OC)[O:12]C)[C:5](=[O:9])[O:6][CH2:7][CH3:8].C(O)=O.[Cl-].[Na+]>O>[Cl:1][C:2](=[CH2:16])[CH2:3][N:4]([CH2:10][CH:11]=[O:12])[C:5](=[O:9])[O:6][CH2:7][CH3:8] |f:2.3|. Procedure: 151 g (0.6 mol) of ethyl N-(2-chloroallyl)-N -(2,2-dimethoxyethyl)-carbamate are heated under reflux for 3 hours with 60 ml of formic acid in 1.2 1 of water. The mixture is saturated with sodium chloride, and the aqueous phase is separated off and extracted twice with 300 ml of methylene chloride each time. The organic phases are washed with saturated sodium hydrogen carbonate solution until neutral, dried over magnesium sulphate and concentrated, and the residue is distilled. Starting materials: BrC1=CN2C(S1)=C(N=C2)C(=O)Cl (2-bromoimidazo[5,1-b]thiazole-7-carboxylic acid chloride), [H-] (hydride), [Cl-].[NH4+] (ammonium chloride). Conditions: temperature -40 celsius, time 6 hour. Product: BrC1=CN2C(S1)=C(N=C2)C=O (2-bromoimidazo[5,1-b]thiazole-7-carbaldehyde). Yield: 31.1%. Reaction SMILES: [Br:1][C:2]1[S:6][C:5]2=[C:7]([C:10](Cl)=[O:11])[N:8]=[CH:9][N:4]2[CH:3]=1.[H-].[Cl-].[NH4+]>>[Br:1][C:2]1[S:6][C:5]2=[C:7]([CH:10]=[O:11])[N:8]=[CH:9][N:4]2[CH:3]=1 |f:2.3|. Reported procedure: A solution of 2-bromoimidazo[5,1-b]thiazole-7-carboxylic acid chloride (103 mg, 0.39 mmol) in diglim (10 ml) was cooled to −78° C. A solution of tri-t-butoxyaluminumlithium hydride(237 mg, 0.94 mmol) in diglim (6 ml) was added dropwise to the cooled solution, and, while gradually raising the temperature to −40° C., the mixture was stirred for 6 hr. After the completion of the reaction, a saturated aqueous ammonium chloride solution was added thereto, and the mixture was extracted with ethyl acet... Starting materials: FC=1C(=CC2=C(N(C(O2)=O)CC2=CC=CC=3CCC(CC23)=O)C1)S(=O)(=O)NC1=NC=NS1 (5-Fluoro-2-oxo-3-((7-oxo-5,6,7,8-tetrahydronaphthalen-1-yl)methyl)-N-(1,2,4-thiadiazol-5-yl)-2,3-dihydrobenzo[d]oxazole-6-sulfonamide), C(C)(=O)O (ACETIC ACID), C(#N)[BH3-].[Na+] (SODIUM CYANOBOROHYDRIDE), Cl.FC1(CNC1)F (3,3-DIFLUOROAZETIDINE HYDROCHLORIDE), CCN(C(C)C)C(C)C (DIPEA). Run in CN(C)C=O (DMF), CO.CS(=O)C (MeOH DMSO), C(=O)(C(F)(F)F)O (TFA), O (H2O). Reaction conditions: time 20 minute. The product is Cl.FC1(CN(C1)C1CCC=2C=CC=C(C2C1)CN1C(OC2=C1C=C(C(=C2)S(=O)(=O)NC2=NC=NS2)F)=O)F (3-((7-(3,3-Difluoroazetidin-1-yl)-5,6,7,8-tetrahydronaphthalen-1-yl)methyl)-5-fluoro-2-oxo-N-(1,2,4-thiadiazol-5-yl)-2,3-dihydrobenzo[d]oxazole-6-sulfonamide hydrochloride). As a reaction SMILES: [F:1][C:2]1[C:3]([S:24]([NH:27][C:28]2[S:32][N:31]=[CH:30][N:29]=2)(=[O:26])=[O:25])=[CH:4][C:5]2[O:9][C:8](=[O:10])[N:7]([CH2:11][C:12]3[C:21]4[CH2:20][C:19](=O)[CH2:18][CH2:17][C:16]=4[CH:15]=[CH:14][CH:13]=3)[C:6]=2[CH:23]=1.[ClH:33].[F:34][C:35]1([F:39])[CH2:38][NH:37][CH2:36]1.CCN(C(C)C)C(C)C.C(O)(=O)C.C([BH3-])#N.[Na+]>CO.CS(C)=O.C(O)(C(F)(F)F)=O.O.CN(C=O)C>[ClH:33].[F:34][C:35]1([F:39])[CH2:38][N:37]([CH:19]2[CH2:20][C:21]3[C:12]([CH2:11][N:7]4[C:6]5[CH:23]=[C:2]([F:1])[C:3]([S:24]([NH:27][C:28]6[S:32][N:31]=[CH:30][N:29]=6)(=[O:25])=[O:26])=[CH:4][C:5]=5[O:9][C:8]4=[O:10])=[CH:13][CH:14]=[CH:15][C:16]=3[CH2:17][CH2:18]2)[CH2:36]1 |f:1.2,5.6,7.8,12.13|. Procedure details: To a vial was added 5-fluoro-2-oxo-3-((7-oxo-5,6,7,8-tetrahydronaphthalen-1-yl)methyl)-N-(1,2,4-thiadiazol-5-yl)-2,3-dihydrobenzo[d]oxazole-6-sulfonamide (19-5) (41 mg, 0.086 mmol), then DMF (0.6 mL) followed by 3,3-DIFLUOROAZETIDINE HYDROCHLORIDE (38 mg, 0.293 mmol), then DIPEA (100 μL, 0.573 mmol). The reaction mixture was then permitted to stir at room temperature for 20 minutes, then added ACETIC ACID (150 μL, 2.62 mmol). The reaction mixture was then permitted to stir at room temperature fo...